From a dataset of the Open Reaction Database (ORD), a public repository of structured organic reaction records. describe an organic reaction: reactants, conditions, products, and yield Starting materials: CN(C)c1cccc(N(CC(=O)O)S(=O)(=O)c2ccc(C(C)(C)C)cc2)c1, Cc1cccc(CNC2CC2)c1. The product is Cc1cccc(CN(C(=O)CN(c2cccc(N(C)C)c2)S(=O)(=O)c2ccc(C(C)(C)C)cc2)C2CC2)c1. RXN SMILES: [C:1]([CH3:2])([CH3:3])([CH3:4])[c:5]1[cH:6][cH:7][c:8]([S:11](=[O:12])(=[O:13])[N:14]([c:15]2[cH:16][c:17]([N:21]([CH3:22])[CH3:23])[cH:18][cH:19][cH:20]2)[CH2:24][C:25](=[O:26])[OH:27])[cH:9][cH:10]1.[CH:28]1([NH:31][CH2:32][c:33]2[cH:34][c:35]([CH3:39])[cH:36][cH:37][cH:38]2)[CH2:29][CH2:30]1>>[C:1]([CH3:2])([CH3:3])([CH3:4])[c:5]1[cH:6][cH:7][c:8]([S:11](=[O:12])(=[O:13])[N:14]([c:15]2[cH:16][c:17]([N:21]([CH3:22])[CH3:23])[cH:18][cH:19][cH:20]2)[CH2:24][C:25](=[O:26])[N:31]([CH:28]2[CH2:29][CH2:30]2)[CH2:32][c:33]2[cH:34][c:35]([CH3:39])[cH:36][cH:37][cH:38]2)[cH:9][cH:10]1. The reactants are C[Mg]Br (methylmagnesium bromide), ClC1=C(C(=O)Cl)C=CC=C1Cl (2,3-dichlorobenzoyl chloride), BrC=1C=CC=C2C=C(NC12)C (7-bromo-2-methyl-1H-indole), [NH4+].[Cl-] (NH4Cl). The solvent is CCOCC (ether), C1CCOC1 (THF), C1CCOC1 (THF). Conditions: temperature -10 celsius. Product: BrC=1C=CC=C2C(=C(NC12)C)C(=O)C1=C(C(=CC=C1)Cl)Cl ((7-Bromo-2-methyl-1H-indol-3-yl)(2,3-dichlorophenylmethanone)). As a reaction SMILES: [Br:1][C:2]1[CH:3]=[CH:4][CH:5]=[C:6]2[C:10]=1[NH:9][C:8]([CH3:11])=[CH:7]2.C[Mg]Br.[Cl:15][C:16]1[C:24]([Cl:25])=[CH:23][CH:22]=[CH:21][C:17]=1[C:18](Cl)=[O:19].[NH4+].[Cl-]>C1COCC1.CCOCC>[Br:1][C:2]1[CH:3]=[CH:4][CH:5]=[C:6]2[C:10]=1[NH:9][C:8]([CH3:11])=[C:7]2[C:18]([C:17]1[CH:21]=[CH:22][CH:23]=[C:24]([Cl:25])[C:16]=1[Cl:15])=[O:19] |f:3.4|. Reported procedure: 10.7 g of 7-bromo-2-methyl-1H-indole are placed in 100 ml of THF and the mixture is cooled to −10° C. 22 ml of 3M methylmagnesium bromide in ether are added at this temperature. The mixture is allowed to return to AT and is then cooled to −5° C. and 13.5 g of 2,3-dichlorobenzoyl chloride, dissolved in 80 ml of THF, are added dropwise. The medium is allowed to return to AT and is then poured onto a saturated NH4Cl solution. Extraction is carried out with ether and then the organic phase is washed... The product is Cc1noc(-c2ccc(-c3ccc(C4(C(=O)O)CC4)cc3)cc2)c1NC(=O)OC(C)c1ccccc1. As a reaction SMILES: [CH2:42]1[O:43][CH2:44][CH2:45][CH2:46]1.[CH3:47][OH:48].[CH:1]([CH3:2])([CH3:3])[O:4][C:5](=[O:6])[C:7]1([c:10]2[cH:11][cH:12][c:13](-[c:16]3[cH:17][cH:18][c:19](-[c:22]4[c:23]([NH:28][C:29](=[O:30])[O:31][CH:32]([CH3:33])[c:34]5[cH:35][cH:36][cH:37][cH:38][cH:39]5)[c:24]([CH3:27])[n:25][o:26]4)[cH:20][cH:21]3)[cH:14][cH:15]2)[CH2:8][CH2:9]1.[Na+:41].[OH-:40].[OH2:49]>>[O:4]=[C:5]([OH:6])[C:7]1([c:10]2[cH:11][cH:12][c:13](-[c:16]3[cH:17][cH:18][c:19](-[c:22]4[c:23]([NH:28][C:29](=[O:30])[O:31][CH:32]([CH3:33])[c:34]5[cH:35][cH:36][cH:37][cH:38][cH:39]5)[c:24]([CH3:27])[n:25][o:26]4)[cH:20][cH:21]3)[cH:14][cH:15]2)[CH2:8][CH2:9]1. The reactants are C1CCOC1, CO, Cc1noc(-c2ccc(-c3ccc(C4(C(=O)OC(C)C)CC4)cc3)cc2)c1NC(=O)OC(C)c1ccccc1, [Na+], [OH-], O.